Dataset: the Open Reaction Database (ORD), a public repository of structured organic reaction records. Task: describe an organic reaction: reactants, conditions, products, and yield The reactants are CC1=C([N+](=C2C=CC=CC2=[N+]1[O-])[O-])C(=O)OC (Methyl 3-methyl-2-quinoxalinecarboxylate-1,4-dioxide), BrBr (bromine), CO (methanol). Run in CN(C=O)C (dimethylformamide). Reaction conditions: time 1.5 hour. The product is BrCC1=C([N+](=C2C=CC=CC2=[N+]1[O-])[O-])C(=O)OC (Methyl 3-bromomethyl-2-quinoxalinecarboxylate-1,4-dioxide). Reaction SMILES: [CH3:1][C:2]1[N+:11]([O-:12])=[C:10]2[C:5]([CH:6]=[CH:7][CH:8]=[CH:9]2)=[N+:4]([O-:13])[C:3]=1[C:14]([O:16][CH3:17])=[O:15].[Br:18]Br.CO>CN(C)C=O>[Br:18][CH2:1][C:2]1[N+:11]([O-:12])=[C:10]2[C:5]([CH:6]=[CH:7][CH:8]=[CH:9]2)=[N+:4]([O-:13])[C:3]=1[C:14]([O:16][CH3:17])=[O:15]. Reported procedure: Methyl 3-methyl-2-quinoxalinecarboxylate-1,4-dioxide (1.2 moles) were suspended in 475 ml of dimethylformamide and 64 ml of bromine was added dropwise with stirring over 1.5 hours while the temperature rose to 42° C. After additional stirring for 48 hours 1.5 liters of methanol were added and stirred for about 1/2 hour. The precipitated product was removed by filtration, washed with water and dried. Yield, 251 grams (68%); m.p. 113°-16° C. Starting materials: C(C(C)C)N([C@@H](CCCCN)C(=O)O)S(=O)(=O)C1=CC=C(C=C1)C (Nα-isobutyl-Nα-(4-methylbenzenesulfonyl)-L-lysine), C(C)(C)(C)OC(=O)N[C@@H](CSCC1=CC=C(C=C1)C)C(=O)O (Nα-tert-butoxycarbonyl-S-(4-methylbenzyl)-L-cysteine). The product is CC1=CC=C(C=C1)CSC[C@@H](C(=O)NCCCC[C@@H](C(=O)O)N(CC(C)C)S(=O)(=O)C2=CC=C(C=C2)C)NC(=O)OC(C)(C)C (Nα-isobutyl-Nα-(4-methylbenzenesulfonyl)-Nε-[N′α-tert-butoxycarbonyl-S-(4-methylbenzyl)-L-cysteinyl]-L-lysine), desired material. Yield: 65.0%. RXN SMILES: [CH2:1]([N:5]([S:15]([C:18]1[CH:23]=[CH:22][C:21]([CH3:24])=[CH:20][CH:19]=1)(=[O:17])=[O:16])[C@H:6]([C:12]([OH:14])=[O:13])[CH2:7][CH2:8][CH2:9][CH2:10][NH2:11])[CH:2]([CH3:4])[CH3:3].[C:25]([O:29][C:30]([NH:32][C@H:33]([C:44](O)=[O:45])[CH2:34][S:35][CH2:36][C:37]1[CH:42]=[CH:41][C:40]([CH3:43])=[CH:39][CH:38]=1)=[O:31])([CH3:28])([CH3:27])[CH3:26]>>[CH3:43][C:40]1[CH:39]=[CH:38][C:37]([CH2:36][S:35][CH2:34][C@H:33]([NH:32][C:30]([O:29][C:25]([CH3:28])([CH3:27])[CH3:26])=[O:31])[C:44]([NH:11][CH2:10][CH2:9][CH2:8][CH2:7][C@H:6]([N:5]([S:15]([C:18]2[CH:23]=[CH:22][C:21]([CH3:24])=[CH:20][CH:19]=2)(=[O:17])=[O:16])[CH2:1][CH:2]([CH3:3])[CH3:4])[C:12]([OH:14])=[O:13])=[O:45])=[CH:42][CH:41]=1. Procedure details: The title compound was prepared from Nα-isobutyl-Nα-(4-methylbenzenesulfonyl)-L-lysine (100 mg, 0.29 mmol, example 1, step E) as described in general procedure Bc using commercially available Nα-tert-butoxycarbonyl-S-(4-methylbenzyl)-L-cysteine (67 mg, 0.3 mmol). The final product was triturated with ether to yield 130 mg (65%) of the desired material. Run at time 14 hour. Product: FC=1C(NC(N([C@H]2[C@H](O)[C@H](O)[C@@H](C)O2)C1)=O)=O (5′-deoxy-5-fluorouridine). The reagents and catalysts are [Pd] (Pd/C). Procedure: To a suspension of 20 g (0.053 m) of 5′-deoxy-5′-iodo-5-fluoro uridine in a mixture of 60 ml of ethanol and 40 ml of isopropanol, 15.2 ml (0.108 m) of diisopropylamine are added, then 3 g of 5% Pd/C are added thereinto and the mixture is hydrogenated at about 1-bar pressure for 14 hours. After removal of the catalyst by filtration, the solution is concentrated under vacuum until a solid residue is obtained, which is crystallized with a mixture ethanol/isopropanol=60/40 v/v; after 8 hours the pro... The yield is 89.0%. The solvent is C(C)O (ethanol), C(C)(C)O (isopropanol). The reactants are IC[C@@H]1[C@H]([C@H]([C@@H](O1)N1C(=O)NC(=O)C(=C1)F)O)O (5′-deoxy-5′-iodo-5-fluoro uridine), C(C)(C)NC(C)C (diisopropylamine). Reaction SMILES: I[CH2:2][C@H:3]1[O:7][C@@H:6]([N:8]2[CH:15]=[C:14]([F:16])[C:12](=[O:13])[NH:11][C:9]2=[O:10])[C@H:5]([OH:17])[C@@H:4]1[OH:18].C(NC(C)C)(C)C>C(O)C.C(O)(C)C.[Pd]>[F:16][C:14]1[C:12](=[O:13])[NH:11][C:9](=[O:10])[N:8]([CH:15]=1)[C@@H:6]1[O:7][C@H:3]([CH3:2])[C@@H:4]([OH:18])[C@H:5]1[OH:17].